This data is from the Open Reaction Database (ORD), a public repository of structured organic reaction records. The task is: describe an organic reaction: reactants, conditions, products, and yield The reactants are [I-].C(C)(C)(C)OC(=O)N[C@H]1[C@@H]2N(C(=C(CS2)C[N+]=2N(C(=CC2)NC=O)CCOC=O)C(=O)OC(C2=CC=CC=C2)C2=CC=CC=C2)C1=O (benzhydryl 7β-tert-butoxycarbonylamino-3-[3-formamido-2-(2-formyloxyethyl)-1-pyrazolio]methyl-3-cephem-4-carboxylate iodide), C1(=CC=CC=C1)OC (anisole), FC(C(=O)O)(F)F (trifluoroacetic acid), C(C)(C)OC(C)C (diisopropyl ether). Run in C(Cl)Cl (methylene chloride), C(C)(=O)OCC (ethyl acetate). Conditions: time 1 hour. Yields the product di(trifluoroacetic acid), N[C@H]1[C@@H]2N(C(=C(CS2)C[N+]=2N(C(=CC2)NC=O)CCOC=O)C(=O)[O-])C1=O (7β-amino-3-[3-formamido-2-(2-formyloxyethyl)-1-pyrazolio]methyl-3-cephem-4-carboxylate). The yield is 153.7%. As a reaction SMILES: [I-].C(OC([NH:9][C@@H:10]1[C:47](=[O:48])[N:12]2[C:13]([C:31]([O:33]C(C3C=CC=CC=3)C3C=CC=CC=3)=[O:32])=[C:14]([CH2:17][N+:18]3[N:19]([CH2:26][CH2:27][O:28][CH:29]=[O:30])[C:20]([NH:23][CH:24]=[O:25])=[CH:21][CH:22]=3)[CH2:15][S:16][C@H:11]12)=O)(C)(C)C.C1(OC)C=CC=CC=1.FC(F)(F)C(O)=O.C(OC(C)C)(C)C>C(Cl)Cl.C(OCC)(=O)C>[NH2:9][C@@H:10]1[C:47](=[O:48])[N:12]2[C:13]([C:31]([O-:33])=[O:32])=[C:14]([CH2:17][N+:18]3[N:19]([CH2:26][CH2:27][O:28][CH:29]=[O:30])[C:20]([NH:23][CH:24]=[O:25])=[CH:21][CH:22]=3)[CH2:15][S:16][C@H:11]12 |f:0.1|. Procedure details: To a solution of benzhydryl 7β-tert-butoxycarbonylamino-3-[3-formamido-2-(2-formyloxyethyl)-1-pyrazolio]methyl-3-cephem-4-carboxylate iodide (29.5 g) and anisole (30 ml) in methylene chloride (90 ml) was added dropwise trifluoroacetic acid (60 ml) under ice-cooling. After being stirred for 1 hour at ambient temperature, the mixture was poured into a mixture of diisopropyl ether (600 ml) and ethyl acetate (600 ml). The resultant precipitate was collected by filtration to give di(trifluoroacetic a...